From a dataset of the Open Reaction Database (ORD), a public repository of structured organic reaction records. describe an organic reaction: reactants, conditions, products, and yield Starting materials: C(=O)([O-])[O-].[Na+].[Na+] (Na2CO3), C[Si](C)(C)C#C (trimethylsilylacetylene), BrC1=CC=C(S1)C=1N=C2N(C=CN=C2)C1NC(C)(C)C ([2-(5-bromo-thiophen-2-yl)-imidazo[1,2-a]pyrazin-3-yl]-tert-butyl-amine). The reagents and catalysts are [Cu]I (copper(I) iodide), Cl[Pd]([P](C1=CC=CC=C1)(C2=CC=CC=C2)C3=CC=CC=C3)([P](C4=CC=CC=C4)(C5=CC=CC=C5)C6=CC=CC=C6)Cl (bis(triphenylphosphine)-palladium(II) chloride). The solvent is CN(C)C=O (DMF), CCN(CC)CC (NEt3), CC(OCC)=O (EA). Run at temperature 60 celsius, time 16 hour. The product is C(C)(C)(C)NC1=C(N=C2N1C=CN=C2)C=2SC(=CC2)C#C[Si](C)(C)C (tert-butyl-[2-(5-trimethylsilanylethynyl-thiophen-2-yl)-imidazo[1,2-a]pyrazin-3-yl]-amine). Yield: 65.1%. As a reaction SMILES: [CH3:1][Si:2]([C:5]#[CH:6])([CH3:4])[CH3:3].Br[C:8]1[S:12][C:11]([C:13]2[N:14]=[C:15]3[CH:20]=[N:19][CH:18]=[CH:17][N:16]3[C:21]=2[NH:22][C:23]([CH3:26])([CH3:25])[CH3:24])=[CH:10][CH:9]=1.C([O-])([O-])=O.[Na+].[Na+]>CN(C=O)C.CCN(CC)CC.CC(=O)OCC.[Cu]I.Cl[Pd](Cl)([P](C1C=CC=CC=1)(C1C=CC=CC=1)C1C=CC=CC=1)[P](C1C=CC=CC=1)(C1C=CC=CC=1)C1C=CC=CC=1>[C:23]([NH:22][C:21]1[N:16]2[CH:17]=[CH:18][N:19]=[CH:20][C:15]2=[N:14][C:13]=1[C:11]1[S:12][C:8]([C:6]#[C:5][Si:2]([CH3:4])([CH3:3])[CH3:1])=[CH:9][CH:10]=1)([CH3:26])([CH3:24])[CH3:25] |f:2.3.4,^1:55,74|. Reported procedure: 21.4 ml (155 mmol) of trimethylsilylacetylene, 2.4 g (12.9 mmol) of copper(I) iodide and 4.5 g (6.5 mmol) of bis(triphenylphosphine)-palladium(II) chloride were added to a solution of 45.3 g (129 mmol) of [2-(5-bromo-thiophen-2-yl)-imidazo[1,2-a]pyrazin-3-yl]-tert-butyl-amine (synthesis described in Example 18, part a) in DMF (760 ml) and NEt3 (90 ml). The reaction solution was heated to 60° C. for 4 h and stirred at RT for 16 h. The mixture was then combined with a 1M aq. Na2CO3 solution and di... Starting materials: C(C)N1C(=C(C(C=C1)=O)OCC1=CC=CC=C1)COC (1-ethyl-2-methoxymethyl-3-benzyloxy-pyridin-4(1H)-one), Cl (hydrochloric acid), CO.C(C)OCC (methanol diethyl ether). The product is Cl.C(C)N1C(=C(C(C=C1)=O)O)CO (1-Ethyl-2-hydroxymethyl-3-hydroxy-pyridin-4(1H)-one hydrochloride). The yield is 73.0%. Reaction SMILES: [CH2:1]([N:3]1[CH:8]=[CH:7][C:6](=[O:9])[C:5]([O:10]CC2C=CC=CC=2)=[C:4]1[CH2:18][O:19]C)[CH3:2].CO.C(OCC)C.[ClH:28]>>[ClH:28].[CH2:1]([N:3]1[CH:8]=[CH:7][C:6](=[O:9])[C:5]([OH:10])=[C:4]1[CH2:18][OH:19])[CH3:2] |f:1.2,4.5|. Procedure details: 2.0 g (7.33 mmol) 1-ethyl-2-methoxymethyl-3-benzyloxy-pyridin-4(1H)-one was dissolved in 50 ml of 4N hydrochloric acid and refluxed for 6 hours. Concentration to dryness in vacuo afforded the crude product. Recrystalissaion from methanol/diethyl ether gave the pure title compound (1.1 g, 73%) as a white crystalline solid. m.p. 168-169° C. Reactants: ClC1=CC(=C(C#N)C=C1)OC1=C(C(=CC=C1)CN(C)C)SC (4-chloro-2-(3-dimethylaminomethyl-2-methysulfanyl-phenoxy)-benzonitrile), O (Water), C(C)OCC (diethyl ether), ClC(=O)OCC (ethyl chloroformate). Solvent: C1(=CC=CC=C1)C (toluene). Run at temperature 0 celsius, time 17 hour. The product is ClC1=CC(=C(C#N)C=C1)OC1=C(C(=CC=C1)CCl)SC (4-chloro-2-(3-chloromethyl-2-methysulfanyl-phenoxy)-benzonitrile). Isolated yield 80.6%. Reaction SMILES: [Cl:1][C:2]1[CH:9]=[CH:8][C:5]([C:6]#[N:7])=[C:4]([O:10][C:11]2[CH:16]=[CH:15][CH:14]=[C:13]([CH2:17]N(C)C)[C:12]=2[S:21][CH3:22])[CH:3]=1.[Cl:23]C(OCC)=O.O.C(OCC)C>C1(C)C=CC=CC=1>[Cl:1][C:2]1[CH:9]=[CH:8][C:5]([C:6]#[N:7])=[C:4]([O:10][C:11]2[CH:16]=[CH:15][CH:14]=[C:13]([CH2:17][Cl:23])[C:12]=2[S:21][CH3:22])[CH:3]=1. Reported procedure: Under a nitrogen atmosphere, 4-chloro-2-(3-dimethylaminomethyl-2-methysulfanyl-phenoxy)-benzonitrile (1.02 g, 3.06 mmol) was dissolved in anhydrous toluene (10 mL). The solution was cooled to 0° C. and ethyl chloroformate (900 μL, 9.2 mmol) was slowly added. The reaction mixture was stirred for 17 h, allowing it to reach room temperature. Water (5 mL) and diethyl ether (5 mL) were added and the organic layer was separated and dried with MgSO4. After filtration, the solution was absorbed onto sil... Reactants: COc1ccc(-n2nnnc2-c2cccnc2NC(C)(C)C)c(F)c1F, CO, Cl, [Na+], [OH-]. Yields the product COc1ccc(-n2nnnc2-c2cccnc2N)c(F)c1F. As a reaction SMILES: [C:1]([CH3:2])([CH3:3])([CH3:4])[NH:5][c:6]1[n:7][cH:8][cH:9][cH:10][c:11]1-[c:12]1[n:13][n:14][n:15][n:16]1-[c:17]1[c:18]([F:26])[c:19]([F:25])[c:20]([O:23][CH3:24])[cH:21][cH:22]1.[CH3:29][OH:30].[ClH:31].[Na+:28].[OH-:27]>>[NH2:5][c:6]1[n:7][cH:8][cH:9][cH:10][c:11]1-[c:12]1[n:13][n:14][n:15][n:16]1-[c:17]1[c:18]([F:26])[c:19]([F:25])[c:20]([O:23][CH3:24])[cH:21][cH:22]1. The reactants are O (water), ClC1=C(C(C(=O)OC)Br)C=CC=C1 (2-chloro-α-methoxycarbonylbenzyl bromide), C([O-])([O-])=O.[K+].[K+] (potassium carbonate), C1(=CC=C(C=C1)S(=O)(=O)O)C.CN(C(=O)\C=C\1/CNCCC1O)C ((E)-3-(N,N-dimethylcarbamoyl)methylidene-4-hydroxypiperidine p-toluenesulfonate). Run in CN(C=O)C (N,N-dimethylformamide). Run at time 15 hour. Product: ClC1=C(C(C(=O)OC)N2C\C(\C(CC2)O)=C/C(N(C)C)=O)C=CC=C1 ((E)-1-(2-Chloro-α-methoxycarbonylbenzyl)-3-(N,N-dimethylcarbamoyl)methylidene-4-hydroxypiperidine). Yield: 78.0%. RXN SMILES: C1(C)C=CC(S(O)(=O)=O)=CC=1.[CH3:12][N:13]([CH3:24])[C:14](/[CH:16]=[C:17]1\[CH2:18][NH:19][CH2:20][CH2:21][CH:22]\1[OH:23])=[O:15].[Cl:25][C:26]1[CH:37]=[CH:36][CH:35]=[CH:34][C:27]=1[CH:28](Br)[C:29]([O:31][CH3:32])=[O:30].C(=O)([O-])[O-].[K+].[K+].O>CN(C)C=O>[Cl:25][C:26]1[CH:37]=[CH:36][CH:35]=[CH:34][C:27]=1[CH:28]([N:19]1[CH2:20][CH2:21][CH:22]([OH:23])/[C:17](=[CH:16]/[C:14](=[O:15])[N:13]([CH3:12])[CH3:24])/[CH2:18]1)[C:29]([O:31][CH3:32])=[O:30] |f:0.1,3.4.5|. Procedure details: 7.95 g (23.3 mmol) of the (E)-3-(N,N-dimethylcarbamoyl)methylidene-4-hydroxypiperidine p-toluenesulfonate were dissolved in 50 ml of N,N-dimethylformamide (DMF), followed by the addition of 7.35 g (purity: 80.0%, 22.3 mmol) of 2-chloro-α-methoxycarbonylbenzyl bromide and 7.40 g (53.5 mmol) of potassium carbonate. The resulting mixture was stirred at room temperature for 15 hours. After completion of the reaction, 150 ml water were added. The resulting mixture was extracted with toluene and ethyl... Starting materials: Cn1cnc(-c2nnc3c4cc(-c5ccccc5)c(-c5ccc(C6(NC(=O)OC(C)(C)C)CC7(C6)OCCO7)cc5)nc4ccn23)c1, ClCCl, O=C(O)C(F)(F)F. The product is Cn1cnc(-c2nnc3c4cc(-c5ccccc5)c(-c5ccc(C6(N)CC7(C6)OCCO7)cc5)nc4ccn23)c1. RXN SMILES: [CH3:1][n:2]1[cH:3][n:4][c:5](-[c:7]2[n:8][n:9][c:10]3[c:11]4[cH:12][c:13](-[c:42]5[cH:43][cH:44][cH:45][cH:46][cH:47]5)[c:14](-[c:20]5[cH:21][cH:22][c:23]([C:26]6([NH:34][C:35](=[O:36])[O:37][C:38]([CH3:39])([CH3:40])[CH3:41])[CH2:27][C:28]7([CH2:29]6)[O:30][CH2:31][CH2:32][O:33]7)[cH:24][cH:25]5)[n:15][c:16]4[cH:17][cH:18][n:19]23)[cH:6]1.[Cl:55][CH2:56][Cl:57].[F:48][C:49]([F:50])([F:51])[C:52]([OH:53])=[O:54]>>[CH3:1][n:2]1[cH:3][n:4][c:5](-[c:7]2[n:8][n:9][c:10]3[c:11]4[cH:12][c:13](-[c:42]5[cH:43][cH:44][cH:45][cH:46][cH:47]5)[c:14](-[c:20]5[cH:21][cH:22][c:23]([C:26]6([NH2:34])[CH2:27][C:28]7([CH2:29]6)[O:30][CH2:31][CH2:32][O:33]7)[cH:24][cH:25]5)[n:15][c:16]4[cH:17][cH:18][n:19]23)[cH:6]1.